Dataset: the Open Reaction Database (ORD), a public repository of structured organic reaction records. Task: describe an organic reaction: reactants, conditions, products, and yield The reactants are [C@H]12[C@H](C[C@H](CC1)C2)NC=2SC(C(N2)=O)CCBr (2-((1S,2S,4R)-bicyclo[2.2.1]heptan-2-ylamino)-5-(2-bromoethyl)thiazol-4(5H)-one), [Li+].CC(C)[N-]C(C)C (LDA), NaH2PO4, CC(=O)C (acetone). The solvent is C1CCOC1 (THF). Reaction conditions: temperature -78 celsius, time 5 minute. The product is [C@H]12[C@H](C[C@H](CC1)C2)NC=2SC1(C(N2)=O)C(OCC1)(C)C (2-((1S,2S,4R)-bicyclo[2.2.1]hept-2-ylamino)-6,6-dimethyl-7-oxa-1-thia-3-azaspiro[4.4]non-2-en-4-one). Reaction SMILES: [C@@H:1]12[CH2:7][C@@H:4]([CH2:5][CH2:6]1)[CH2:3][C@@H:2]2[NH:8][C:9]1[S:10][CH:11]([CH2:15][CH2:16]Br)[C:12](=[O:14])[N:13]=1.[Li+].[CH3:19]C([N-]C(C)C)C.[CH3:26][C:27](C)=[O:28]>C1COCC1>[C@@H:1]12[CH2:7][C@@H:4]([CH2:5][CH2:6]1)[CH2:3][C@@H:2]2[NH:8][C:9]1[S:10][C:11]2([CH2:26][CH2:27][O:28][C:15]2([CH3:16])[CH3:19])[C:12](=[O:14])[N:13]=1 |f:1.2|. Procedure: To a solution of 2-((1S,2S,4R)-bicyclo[2.2.1]heptan-2-ylamino)-5-(2-bromoethyl)thiazol-4(5H)-one (134 mg, 0.5 mmol) in THF (1 mL) at −78° C. was added LDA (2.0 N, 1.25 ml). After 5 min, acetone (500 uL) was added, and the reaction mixture was stirred for 3 h at −78° C. The resulting reaction mixture was poured into a sat'd NaH2PO4 and extracted with EtOAc. The organic layer was dried over MgSO4, filtered and concentrated in vacuo. The crude residue was purified through flash chromatography (4:1;... The reactants are ester, C1(CC1)N (cyclopropylamine), [H-].[Na+] (Sodium hydride), CC1=C(C=C(C(=O)OC)C=C1)C=1C=C2C=CNC(C2=CC1)=O (4-methyl-3-(1-oxo-1,2-dihydro-isoquinolin-6-yl)-benzoic acid, methyl ester), CC1=C(C=C(C(=O)OC)C=C1)C=1C=C2C=CNC(C2=CC1)=O (4-methyl-3-(1-oxo-1,2-dihydro-isoquinolin-6-yl)-benzoic acid, methyl ester), C(C)(=O)OC (methyl acetate), C(C=C)Br (Allyl bromide), C(C)(C)[Mg]Cl (isopropylmagnesium chloride). Solvent: C1CCOC1 (THF), CN(C)C=O (DMF), C1CCOC1 (THF). Conditions: time 15 minute. The product is C(C=C)N1C(C2=CC=C(C=C2C=C1)C=1C=C(C(=O)NC2CC2)C=CC1C)=O (3-(2-Allyl-1-oxo-1,2-dihydro-isoquinolin-6-yl)-N-cyclopropyl-4-methyl-benzamide). Reaction SMILES: [H-].[Na+].[CH3:3][C:4]1[CH:13]=[CH:12][C:7]([C:8]([O:10]C)=O)=[CH:6][C:5]=1[C:14]1[CH:15]=[C:16]2[C:21](=[CH:22][CH:23]=1)[C:20](=[O:24])[NH:19][CH:18]=[CH:17]2.C(OC)(=O)C.[CH2:30](Br)[CH:31]=[CH2:32].[CH:34]1([NH2:37])[CH2:36][CH2:35]1.C([Mg]Cl)(C)C>C1COCC1.CN(C=O)C>[CH2:30]([N:19]1[CH:18]=[CH:17][C:16]2[C:21](=[CH:22][CH:23]=[C:14]([C:5]3[CH:6]=[C:7]([CH:12]=[CH:13][C:4]=3[CH3:3])[C:8]([NH:37][CH:34]3[CH2:36][CH2:35]3)=[O:10])[CH:15]=2)[C:20]1=[O:24])[CH:31]=[CH2:32] |f:0.1|. Procedure: Sodium hydride (75 mg, 60% in oil) was added to a stirred mixture of 4-methyl-3-(1-oxo-1,2-dihydro-isoquinolin-6-yl)-benzoic acid, methyl ester (Intermediate 3) (250 mg), methyl acetate (0.5 mL) and DMF (5 mL). The mixture was stirred for 15 minutes. Allyl bromide (0.5 mL) was added via syringe and the mixture was stirred for 30 minutes, then quenched with sat. aqueous NH4Cl solution and extracted into ethyl acetate. The organic phase was dried (Na2SO4), filtered and concentrated in vacuo to giv... Starting materials: NC1=NC(=C(C(=N1)C)CCCNC(CC1=CC=C(C=C1)CC(=O)O)=O)NCCCCC ({4-[2-({3-[2-Amino-4-methyl-6-(pentylamino)pyrimidin-5-yl]propyl}amino)-2-oxoethyl]phenyl}acetic acid), CO (MeOH), Cl (HCl). Run in O1CCOCC1 (dioxane). Run at time 8 hour. The product is NC1=NC(=C(C(=N1)C)CCCNC(CC1=CC=C(C=C1)CC(=O)OC)=O)NCCCCC (Methyl 2-(4-(2-(3-(2-amino-4-methyl-6-(pentylamino)pyrimidin-5-yl)propylamino)-2-oxoethyl)phenyl)acetate). Reaction SMILES: [NH2:1][C:2]1[N:7]=[C:6]([CH3:8])[C:5]([CH2:9][CH2:10][CH2:11][NH:12][C:13](=[O:25])[CH2:14][C:15]2[CH:20]=[CH:19][C:18]([CH2:21][C:22]([OH:24])=[O:23])=[CH:17][CH:16]=2)=[C:4]([NH:26][CH2:27][CH2:28][CH2:29][CH2:30][CH3:31])[N:3]=1.Cl.[CH3:33]O>O1CCOCC1>[NH2:1][C:2]1[N:7]=[C:6]([CH3:8])[C:5]([CH2:9][CH2:10][CH2:11][NH:12][C:13](=[O:25])[CH2:14][C:15]2[CH:20]=[CH:19][C:18]([CH2:21][C:22]([O:24][CH3:33])=[O:23])=[CH:17][CH:16]=2)=[C:4]([NH:26][CH2:27][CH2:28][CH2:29][CH2:30][CH3:31])[N:3]=1. Reported procedure: The product from step (i) was dissolved in MeOH (20 mL) then a solution of HCl in dioxane (4M, 0.3 ml) was added and stirred overnight. Solvent was removed and the residue purified by RPHPLC to afford the title compound, 0.032 g. The reactants are O=C([O-])[O-], CCOC(=O)c1cc2c(C)ccc(NS(=O)(=O)c3cccs3)c2n1COC, CI, CN(C)C=O, [K+], [K+]. The product is CCOC(=O)c1cc2c(C)ccc(N(C)S(=O)(=O)c3cccs3)c2n1COC. RXN SMILES: [C:30](=[O:31])([O-:32])[O-:33].[CH3:1][O:2][CH2:3][n:4]1[c:5]([C:23](=[O:24])[O:25][CH2:26][CH3:27])[cH:6][c:7]2[c:8]([CH3:22])[cH:9][cH:10][c:11]([NH:13][S:14](=[O:15])(=[O:16])[c:17]3[s:18][cH:19][cH:20][cH:21]3)[c:12]12.[CH3:28][I:29].[CH3:36][N:37]([CH3:38])[CH:39]=[O:40].[K+:34].[K+:35]>>[CH3:1][O:2][CH2:3][n:4]1[c:5]([C:23](=[O:24])[O:25][CH2:26][CH3:27])[cH:6][c:7]2[c:8]([CH3:22])[cH:9][cH:10][c:11]([N:13]([S:14](=[O:15])(=[O:16])[c:17]3[s:18][cH:19][cH:20][cH:21]3)[CH3:30])[c:12]12.